From a dataset of the Open Reaction Database (ORD), a public repository of structured organic reaction records. describe an organic reaction: reactants, conditions, products, and yield The reactants are NC=1N(C(C2(N1)CC(OC1=CC=C(C=C12)Br)C1=CC=CC=C1)=O)C (2′-amino-6-bromo-1′-methyl-2-phenylspiro[chroman-4,4′-imidazol]-5′(1′H)-one), C(#N)C=1C=C(C=CC1F)B(O)O (3-cyano-4-fluorophenylboronic acid). Reagents/catalysts: Cl[Pd]([P](C1=CC=CC=C1)(C2=CC=CC=C2)C3=CC=CC=C3)([P](C4=CC=CC=C4)(C5=CC=CC=C5)C6=CC=CC=C6)Cl (Pd(PPh3)2Cl2). Solvent: O1CCOCC1 (1,4-dioxane), C(=O)([O-])[O-].[Cs+].[Cs+] (Cs2CO3). Reaction conditions: temperature 120 celsius. Yields the product NC=1N(C(C2(N1)CC(OC1=CC=C(C=C12)C=1C=CC(=C(C#N)C1)F)C1=CC=CC=C1)=O)C (5-(2′-amino-1′-methyl-5′-oxo-2-phenyl-1′,5′-dihydrospiro[chroman-4,4′-imidazole]-6-yl)-2-fluorobenzonitrile). Isolated yield 31.6%. As a reaction SMILES: [NH2:1][C:2]1[N:3]([CH3:24])[C:4](=[O:23])[C:5]2([C:15]3[C:10](=[CH:11][CH:12]=[C:13](Br)[CH:14]=3)[O:9][CH:8]([C:17]3[CH:22]=[CH:21][CH:20]=[CH:19][CH:18]=3)[CH2:7]2)[N:6]=1.[C:25]([C:27]1[CH:28]=[C:29](B(O)O)[CH:30]=[CH:31][C:32]=1[F:33])#[N:26]>O1CCOCC1.C([O-])([O-])=O.[Cs+].[Cs+].Cl[Pd](Cl)([P](C1C=CC=CC=1)(C1C=CC=CC=1)C1C=CC=CC=1)[P](C1C=CC=CC=1)(C1C=CC=CC=1)C1C=CC=CC=1>[NH2:1][C:2]1[N:3]([CH3:24])[C:4](=[O:23])[C:5]2([C:15]3[C:10](=[CH:11][CH:12]=[C:13]([C:29]4[CH:30]=[CH:31][C:32]([F:33])=[C:27]([CH:28]=4)[C:25]#[N:26])[CH:14]=3)[O:9][CH:8]([C:17]3[CH:22]=[CH:21][CH:20]=[CH:19][CH:18]=3)[CH2:7]2)[N:6]=1 |f:3.4.5,^1:51,70|. Procedure details: Pd(PPh3)2Cl2 (10 mg, 0.01 mmol) in a 10 mL flask under Ar was treated sequentially with 2′-amino-6-bromo-1′-methyl-2-phenylspiro[chroman-4,4′-imidazol]-5′(1′H)-one (20 mg, 0.052 mmol) in 1,4-dioxane (1 mL), Cs2CO3 (2 N, 0.3 mL) and 3-cyano-4-fluorophenylboronic acid (17 mg, 0.104 mmol). The mixture was heated under Ar at 120° C. under microwave for 30 min. The reaction mixture was concentrated in vacuo to give the residue, which was purified by preparative HPLC twice to give pure 5-(2′-amino-1′-... The reactants are C(\C=C\C(=O)O)(=O)O (Fumaric acid), CS(=O)(=O)O (methanesulfonic acid), FC1=CC=C(C=C1)C(=C1CCNCC1)C1=CC=C(C=C1)F (4-[bis(4-fluorophenyl)methylene]piperidine), 30.6, [P] (phosphorous), II (iodine). Run in CO (methanol), CCOCC (ether), C(C)(=O)O (acetic acid), O (water), C(C)(=O)O (acetic acid). Reaction conditions: time 20 minute. Product: O.C(\C=C\C(=O)O)(=O)O.FC1=CC=C(C=C1)C(C1CCNCC1)C1=CC=C(C=C1)F (4-[Bis(4-fluorophenyl)methyl]piperidine fumarate hydrate). The yield is 32.3%. Reaction SMILES: [P].II.CS(O)(=O)=[O:6].[F:9][C:10]1[CH:15]=[CH:14][C:13]([C:16]([C:23]2[CH:28]=[CH:27][C:26]([F:29])=[CH:25][CH:24]=2)=[C:17]2[CH2:22][CH2:21][NH:20][CH2:19][CH2:18]2)=[CH:12][CH:11]=1.[C:30]([OH:37])(=[O:36])/[CH:31]=[CH:32]/[C:33]([OH:35])=[O:34]>C(O)(=O)C.CO.CCOCC.O>[OH2:6].[C:30]([OH:37])(=[O:36])/[CH:31]=[CH:32]/[C:33]([OH:35])=[O:34].[F:29][C:26]1[CH:27]=[CH:28][C:23]([CH:16]([C:13]2[CH:12]=[CH:11][C:10]([F:9])=[CH:15][CH:14]=2)[CH:17]2[CH2:22][CH2:21][NH:20][CH2:19][CH2:18]2)=[CH:24][CH:25]=1 |f:9.10.11|. Procedure: A mixture of 30.6 (0.99 mole) of phosphorous and 15.1 g (0.059 mole) of iodine in 90 ml of glacial acetic acid was stirred for 20 min at room temperature. A mixture of 6 ml of water, 70 ml of methanesulfonic acid, 56.19 g (0.197 mole) of 4-[bis(4-fluorophenyl)methylene]piperidine and 110 ml of glacial acetic acid was added, and the mixture was refluxed for 7 hr. The solvent was removed in vacuo, and the resulting viscous liquid was poured over ice. The icy mixture was made basic with 50% sodium ... Starting materials: BrC1=CC=C(C=C1)N=C=S (4-Bromophenylisothiocyanate), N (ammonia). Run in O1CCCC1 (tetrahydrofuran). Run at time 10 minute. Yields the product BrC1=CC=C(C=C1)NC(=S)N (N-(4-Bromophenyl)thiourea). RXN SMILES: [Br:1][C:2]1[CH:7]=[CH:6][C:5]([N:8]=[C:9]=[S:10])=[CH:4][CH:3]=1.[NH3:11]>O1CCCC1>[Br:1][C:2]1[CH:7]=[CH:6][C:5]([NH:8][C:9]([NH2:11])=[S:10])=[CH:4][CH:3]=1. Procedure details: 4-Bromophenylisothiocyanate (21.4 g) was dissolved in tetrahydrofuran (50 mL), and concentrated aqueous ammonia (28%) (13.7 mL) was added dropwise to the solution, followed by stirring at room temperature for 10 minutes. The solvent was concentrated under reduced pressure, and the crystals were recovered through filtration by use of water, followed by recrystallization from ethanol, to thereby yield the title compound (16.4 g). Reactants: BrCc1ccc(Br)cc1, O=C([O-])[O-], C1COCCO1, Cn1nccc1B1OC(C)(C)C(C)(C)O1, [Cs+], [Cs+], O, [Pd], c1ccc(P(c2ccccc2)c2ccccc2)cc1, c1ccc(P(c2ccccc2)c2ccccc2)cc1, c1ccc(P(c2ccccc2)c2ccccc2)cc1, c1ccc(P(c2ccccc2)c2ccccc2)cc1. Product: Cn1nccc1Cc1ccc(Br)cc1. Reaction SMILES: [Br:1][c:2]1[cH:3][cH:4][c:5]([CH2:6][Br:7])[cH:8][cH:9]1.[C:31](=[O:32])([O-:33])[O-:34].[CH2:25]1[O:26][CH2:27][CH2:28][O:29][CH2:30]1.[CH3:10][n:11]1[n:12][cH:13][cH:14][c:15]1[B:16]1[O:17][C:18]([CH3:19])([CH3:20])[C:21]([CH3:22])([CH3:23])[O:24]1.[Cs+:35].[Cs+:36].[OH2:37].[Pd:114].[c:38]1([P:39]([c:40]2[cH:41][cH:42][cH:43][cH:44][cH:45]2)[c:46]2[cH:47][cH:48][cH:49][cH:50][cH:51]2)[cH:52][cH:53][cH:54][cH:55][cH:56]1.[c:57]1([P:58]([c:59]2[cH:60][cH:61][cH:62][cH:63][cH:64]2)[c:65]2[cH:66][cH:67][cH:68][cH:69][cH:70]2)[cH:71][cH:72][cH:73][cH:74][cH:75]1.[c:76]1([P:77]([c:78]2[cH:79][cH:80][cH:81][cH:82][cH:83]2)[c:84]2[cH:85][cH:86][cH:87][cH:88][cH:89]2)[cH:90][cH:91][cH:92][cH:93][cH:94]1.[c:95]1([P:96]([c:97]2[cH:98][cH:99][cH:100][cH:101][cH:102]2)[c:103]2[cH:104][cH:105][cH:106][cH:107][cH:108]2)[cH:109][cH:110][cH:111][cH:112][cH:113]1>>[Br:1][c:2]1[cH:3][cH:4][c:5]([CH2:6][c:15]2[n:11]([CH3:10])[n:12][cH:13][cH:14]2)[cH:8][cH:9]1. Reactants: C1CCOC1, CC(C)(C)[O-], CC1(C)CN(CC2CCCO2)C(=NC(=O)c2cc(Cl)ccc2F)S1, OCC(F)(F)F, [K+], O. RXN SMILES: [CH2:38]1[O:39][CH2:40][CH2:41][CH2:42]1.[CH3:31][C:32]([CH3:33])([O-:34])[CH3:35].[Cl:1][c:2]1[cH:3][cH:4][c:5]([F:24])[c:6]([C:7](=[O:8])[N:9]=[C:10]2[S:11][C:12]([CH3:21])([CH3:22])[CH2:13][N:14]2[CH2:15][CH:16]2[O:17][CH2:18][CH2:19][CH2:20]2)[cH:23]1.[F:25][C:26]([CH2:27][OH:28])([F:29])[F:30].[K+:36].[OH2:37]>>[Cl:1][c:2]1[cH:3][cH:4][c:5]([O:28][CH2:27][C:26]([F:25])([F:29])[F:30])[c:6]([C:7](=[O:8])[N:9]=[C:10]2[S:11][C:12]([CH3:21])([CH3:22])[CH2:13][N:14]2[CH2:15][CH:16]2[O:17][CH2:18][CH2:19][CH2:20]2)[cH:23]1. Yields the product CC1(C)CN(CC2CCCO2)C(=NC(=O)c2cc(Cl)ccc2OCC(F)(F)F)S1. Starting materials: OC=1C2=C(N=CN1)CN(C2)C(=O)OC(C)(C)C (tert-Butyl 4-hydroxy-5H-pyrrolo[3,4-d]pyrimidine-6(7H)-carboxylate), (1H-benzo[d][1,2,3]triazol-1-yloxy)tris(dimethylamino)-0phosphonium hexafluorophosphate(V), C(C)#N (acetonitrile), N=1CCCN2C1CCCCC2 (2,3,4,6,7,8,9,10-octahydropyrimido-[1,2-a]azepine). Conditions: time 1.5 hour. The product is N1(N=NC2=C1C=CC=C2)OC=2C1=C(N=CN2)CN(C1)C(=O)OC(C)(C)C (tert-butyl 4-(1H-benzo[d][1,2,3]triazol-1-yloxy)-5H-pyrrolo[3,4-d]pyrimidine-6(7H)-carboxylate). As a reaction SMILES: [OH:1][C:2]1[C:3]2[CH2:10][N:9]([C:11]([O:13][C:14]([CH3:17])([CH3:16])[CH3:15])=[O:12])[CH2:8][C:4]=2[N:5]=[CH:6][N:7]=1.[N:18]1CCC[N:22]2[CH2:28][CH2:27][CH2:26][CH2:25][CH2:24][C:23]=12.C(#[N:31])C>>[N:18]1([O:1][C:2]2[C:3]3[CH2:10][N:9]([C:11]([O:13][C:14]([CH3:17])([CH3:16])[CH3:15])=[O:12])[CH2:8][C:4]=3[N:5]=[CH:6][N:7]=2)[C:23]2[CH:24]=[CH:25][CH:26]=[CH:27][C:28]=2[N:22]=[N:31]1. Reported procedure: tert-Butyl 4-hydroxy-5H-pyrrolo[3,4-d]pyrimidine-6(7H)-carboxylate (300 mg, 1.264 mmol) and (1H-benzo[d][1,2,3]triazol-1-yloxy)tris(dimethylamino)-0phosphonium hexafluorophosphate(V) (671 mg, 1.517 mmol) were stirred in acetonitrile (10 mL). To the slurry was added 2,3,4,6,7,8,9,10-octahydropyrimido-[1,2-a]azepine (289 mg, 1.897 mmol). The reaction mixture was stirred 1.5 hours. The solvents were removed in vacuo to afford tert-butyl 4-(1H-benzo[d][1,2,3]triazol-1-yloxy)-5H-pyrrolo[3,4-d]pyrimid... Starting materials: CCOC(C)=O, O=S(=O)(NC1CN(C(c2ccc(Cl)cc2)c2ccc(Cl)cc2)C1)c1ccc(F)cc1, [H-], CI, [Na+], C1CCOC1, O. Yields the product CN(C1CN(C(c2ccc(Cl)cc2)c2ccc(Cl)cc2)C1)S(=O)(=O)c1ccc(F)cc1. RXN SMILES: [CH3:35][CH2:36][O:37][C:38](=[O:39])[CH3:40].[Cl:1][c:2]1[cH:3][cH:4][c:5]([CH:8]([N:9]2[CH2:10][CH:11]([NH:13][S:14](=[O:15])(=[O:16])[c:17]3[cH:18][cH:19][c:20]([F:23])[cH:21][cH:22]3)[CH2:12]2)[c:24]2[cH:25][cH:26][c:27]([Cl:30])[cH:28][cH:29]2)[cH:6][cH:7]1.[H-:31].[I:33][CH3:34].[Na+:32].[O:41]1[CH2:42][CH2:43][CH2:44][CH2:45]1.[OH2:46]>>[Cl:1][c:2]1[cH:3][cH:4][c:5]([CH:8]([N:9]2[CH2:10][CH:11]([N:13]([S:14](=[O:15])(=[O:16])[c:17]3[cH:18][cH:19][c:20]([F:23])[cH:21][cH:22]3)[CH3:35])[CH2:12]2)[c:24]2[cH:25][cH:26][c:27]([Cl:30])[cH:28][cH:29]2)[cH:6][cH:7]1. Reactants: CCOCC, C=[N+]=[N-], CCCCCC(O)C=CC1CCC(O)C1CCCCCCC(=O)O. Yields the product CCCCCC(O)C=CC1CCC(O)C1CCCCCCC(=O)OC. As a reaction SMILES: [CH3:28][CH2:29][O:30][CH2:31][CH3:32].[N+:1](=[N-:2])=[CH2:3].[OH:4][CH:5]1[CH:6]([CH2:19][CH2:20][CH2:21][CH2:22][CH2:23][CH2:24][C:25](=[O:26])[OH:27])[CH:7]([CH:10]=[CH:11][CH:12]([CH2:13][CH2:14][CH2:15][CH2:16][CH3:17])[OH:18])[CH2:8][CH2:9]1>>[CH3:3][O:27][C:25]([CH2:24][CH2:23][CH2:22][CH2:21][CH2:20][CH2:19][CH:6]1[CH:5]([OH:4])[CH2:9][CH2:8][CH:7]1[CH:10]=[CH:11][CH:12]([CH2:13][CH2:14][CH2:15][CH2:16][CH3:17])[OH:18])=[O:26].